From a dataset of the Open Reaction Database (ORD), a public repository of structured organic reaction records. describe an organic reaction: reactants, conditions, products, and yield The reactants are ClC1=NC(=CC2=C1C(OC2O)=O)Cl (4,6-dichloro-1-hydroxy-1H-furo[3,4-c]pyridin-3-one), S(=O)(=O)(O)O.NN (hydrazine sulfate), C(C)(=O)[O-].[Na+] (sodium acetate). Run in O (water), O (water). Run at time 2 hour. Yields the product ClC1=NC(=CC2=C1C(NN=C2)=O)Cl (5,7-Dichloro-3H-pyrido[3,4-d]pyridazin-4-one). As a reaction SMILES: [Cl:1][C:2]1[C:7]2[C:8](=O)[O:9][CH:10](O)[C:6]=2[CH:5]=[C:4]([Cl:13])[N:3]=1.S(O)(O)(=O)=O.[NH2:19][NH2:20].C([O-])(=O)C.[Na+]>O>[Cl:1][C:2]1[C:7]2[C:8](=[O:9])[NH:19][N:20]=[CH:10][C:6]=2[CH:5]=[C:4]([Cl:13])[N:3]=1 |f:1.2,3.4|. Procedure details: To a suspension of 4,6-dichloro-1-hydroxy-1H-furo[3,4-c]pyridin-3-one (9.37 g) stirring in water (100 ml) was added hydrazine sulfate (10.58 ml) and sodium acetate (13.56 g). The reaction mixture was heated at reflux and stirred for 2 h. The reaction mixture was cooled to RT, diluted with water (150 ml) and extracted with EtOAc (2×75 ml). The combined organic layers were washed with saturated Na2CO3 solution and dried over Na2SO4. Evaporation to dryness gave the desired product as brown solid. Reactants: Cc1nc(Cl)c2ccc(OCc3ccccc3)cc2n1, C1CCNC1. Yields the product Cc1nc(N2CCCC2)c2ccc(OCc3ccccc3)cc2n1. Reaction SMILES: [CH2:1]([c:2]1[cH:3][cH:4][cH:5][cH:6][cH:7]1)[O:8][c:9]1[cH:10][cH:11][c:12]2[c:13]([Cl:20])[n:14][c:15]([CH3:19])[n:16][c:17]2[cH:18]1.[CH2:21]1[CH2:22][CH2:23][NH:24][CH2:25]1>>[CH2:1]([c:2]1[cH:3][cH:4][cH:5][cH:6][cH:7]1)[O:8][c:9]1[cH:10][cH:11][c:12]2[c:13]([N:24]3[CH2:23][CH2:22][CH2:21][CH2:25]3)[n:14][c:15]([CH3:19])[n:16][c:17]2[cH:18]1. Starting materials: CO, ClC(Cl)Cl, Cl, N#Cc1ccc(N2C(=N)C3(CCOCC3)NC2=O)cc1C(F)(F)F, O. Product: N#Cc1ccc(N2C(=O)NC3(CCOCC3)C2=O)cc1C(F)(F)F. As a reaction SMILES: [CH3:25][OH:26].[CH:27]([Cl:28])([Cl:29])[Cl:30].[ClH:31].[NH:1]=[C:2]1[N:3]([c:13]2[cH:14][c:15]([C:21]([F:22])([F:23])[F:24])[c:16]([C:17]#[N:18])[cH:19][cH:20]2)[C:4](=[O:12])[NH:5][C:6]12[CH2:7][CH2:8][O:9][CH2:10][CH2:11]2.[OH2:32]>>[C:2]1(=[O:26])[N:3]([c:13]2[cH:14][c:15]([C:21]([F:22])([F:23])[F:24])[c:16]([C:17]#[N:18])[cH:19][cH:20]2)[C:4](=[O:12])[NH:5][C:6]12[CH2:7][CH2:8][O:9][CH2:10][CH2:11]2. RXN SMILES: [ClH:29].[O:1]1[CH2:2][CH2:3][CH2:4][CH2:5][CH:6]1[n:7]1[n:8][c:9](-[c:18]2[cH:19][n:20][cH:21][cH:22][cH:23]2)[c:10]2[cH:11][c:12]([C:16]#[N:17])[cH:13][cH:14][c:15]12.[O:24]1[CH2:25][CH2:26][CH2:27][CH2:28]1>>[nH:7]1[n:8][c:9](-[c:18]2[cH:19][n:20][cH:21][cH:22][cH:23]2)[c:10]2[cH:11][c:12]([C:16]#[N:17])[cH:13][cH:14][c:15]12. Product: N#Cc1ccc2[nH]nc(-c3cccnc3)c2c1. The reactants are Cl, N#Cc1ccc2c(c1)c(-c1cccnc1)nn2C1CCCCO1, C1CCOC1. Reactants: potassium t-butylate, [Cl-].COC[P+](C1=CC=CC=C1)(C1=CC=CC=C1)C1=CC=CC=C1 (methoxymethyl-triphenylphosphonium chloride), BrC1=CC=C(C=C1)C1=NC=C(C=C1)C=O (2-(p-bromophenyl)-5-pyridinecarboxaldehyde). The solvent is COC(C)(C)C (t-butyl methyl ether), COC(C)(C)C (t-butyl methyl ether). Reaction conditions: temperature 0 celsius, time 1 hour. The product is BrC1=CC=C(C=C1)C1=NC=C(C=C1)C=COC (2-(p-bromophenyl)-5-(2-methoxyvinyl)pyridine). Reaction SMILES: [Cl-].[CH3:2][O:3][CH2:4][P+](C1C=CC=CC=1)(C1C=CC=CC=1)C1C=CC=CC=1.[Br:24][C:25]1[CH:30]=[CH:29][C:28]([C:31]2[CH:36]=[CH:35][C:34]([CH:37]=O)=[CH:33][N:32]=2)=[CH:27][CH:26]=1>COC(C)(C)C>[Br:24][C:25]1[CH:26]=[CH:27][C:28]([C:31]2[CH:36]=[CH:35][C:34]([CH:37]=[CH:2][O:3][CH3:4])=[CH:33][N:32]=2)=[CH:29][CH:30]=1 |f:0.1|. Procedure: A suspension of 29.0 g of methoxymethyl-triphenylphosphonium chloride in 200 ml of t-butyl methyl ether in a sulphonation flask fitted with a mechanical stirrer is treated while gassing with argon at -10° C. within 3 minutes with 9.7 g of potassium t-butylate. The orange suspension is stirred at about 0° C. for a further 1 hour, then treated dropwise at -10° C. within 10 minutes with a solution of 14.76 g of 2-(p-bromophenyl)-5-pyridinecarboxaldehyde in 90 ml of t-butyl methyl ether and stirred ... Starting materials: O=C1OCc2ccccc21, CC=O, CC(C)[N-]C(C)C, [Li+], C1CCOC1. Product: CC(O)C1OC(=O)c2ccccc21. RXN SMILES: [C:9]1(=[O:10])[O:11][CH2:12][c:13]2[cH:14][cH:15][cH:16][cH:17][c:18]21.[CH:19]([CH3:20])=[O:21].[CH:1]([N-:2][CH:3]([CH3:4])[CH3:5])([CH3:6])[CH3:7].[Li+:8].[O:22]1[CH2:23][CH2:24][CH2:25][CH2:26]1>>[C:9]1(=[O:10])[O:11][CH:12]([CH:19]([CH3:20])[OH:21])[c:13]2[cH:14][cH:15][cH:16][cH:17][c:18]21.